This data is from the Open Reaction Database (ORD), a public repository of structured organic reaction records. The task is: describe an organic reaction: reactants, conditions, products, and yield The reactants are [H-], [Na+], Cc1ccc(S(=O)(=O)OCC2CO2)cc1, CN(C)C=O, Oc1cccc2ncccc12. Yields the product c1cc(OCC2CO2)c2cccnc2c1. As a reaction SMILES: [H-:1].[Na+:2].[O:14]([S:15]([c:16]1[cH:17][cH:18][c:19]([CH3:20])[cH:21][cH:22]1)(=[O:23])=[O:24])[CH2:25][CH:26]1[CH2:27][O:28]1.[O:29]=[CH:30][N:31]([CH3:32])[CH3:33].[OH:3][c:4]1[c:5]2[cH:6][cH:7][cH:8][n:9][c:10]2[cH:11][cH:12][cH:13]1>>[O:3]([c:4]1[c:5]2[cH:6][cH:7][cH:8][n:9][c:10]2[cH:11][cH:12][cH:13]1)[CH2:25][CH:26]1[CH2:27][O:28]1. The reactants are CO (MeOH), [BH4-].[Li+] (lithium borohydride), C[Si](Cl)(C)C (trimethylchlorosilane), CC=1C(=NN(C1)C1=CC=CC=C1)CC#N (2-(4-methyl-1-phenyl-1H-pyrazol-3-yl)acetonitrile). Solvent: C1CCOC1 (THF). Conditions: temperature 70 celsius, time 1.5 hour. Yields the product CC=1C(=NN(C1)C1=CC=CC=C1)CCN (2-(4-Methyl-1-phenyl-1H-pyrazol-3-yl)ethanamine). The yield is 65.6%. RXN SMILES: [BH4-].[Li+].C[Si](C)(C)Cl.[CH3:8][C:9]1[C:10]([CH2:20][C:21]#[N:22])=[N:11][N:12]([C:14]2[CH:19]=[CH:18][CH:17]=[CH:16][CH:15]=2)[CH:13]=1.CO>C1COCC1>[CH3:8][C:9]1[C:10]([CH2:20][CH2:21][NH2:22])=[N:11][N:12]([C:14]2[CH:19]=[CH:18][CH:17]=[CH:16][CH:15]=2)[CH:13]=1 |f:0.1|. Procedure details: To lithium borohydride (2M solution in THF, 629 μL, 1.26 mmol) was added dropwise trimethylchlorosilane (273 mg, 321 μL, 2.51 mmol) over a period of 5 min at 0-5° C. At that temperature a solution of 2-(4-methyl-1-phenyl-1H-pyrazol-3-yl)acetonitrile (62 mg, 314 μmol) in THF (0.5 mL) was added dropwise. The mixture was stirred at 70° C. for 1.5 h. After cooling down to 0-5° C., MeOH (0.5 mL) was added dropwise. After 10 min the ice bath was removed and the mixture was allowed to warm up to RT. Th... Starting materials: C(#N)N=C(OC(C)C)C1=CC=NC=C1 (Isopropyl N-cyano-4-pyridinecarboximidate), ClC1=CC=C(C=C1)CCN (2-(4 chlorophenyl)ethylamine). Solvent: CO (methanol), CO (methanol). Reaction conditions: time 40 minute. Product: C(#N)NC(=NCCC1=CC=C(C=C1)Cl)C1=CC=NC=C1 (N-cyano-N'-[2-(4-chlorophenyl)ethyl]-4-pyridinecarboximidamide). The yield is 57.7%. As a reaction SMILES: [C:1]([N:3]=[C:4]([C:9]1[CH:14]=[CH:13][N:12]=[CH:11][CH:10]=1)OC(C)C)#[N:2].[Cl:15][C:16]1[CH:21]=[CH:20][C:19]([CH2:22][CH2:23][NH2:24])=[CH:18][CH:17]=1>CO>[C:1]([NH:3][C:4]([C:9]1[CH:10]=[CH:11][N:12]=[CH:13][CH:14]=1)=[N:24][CH2:23][CH2:22][C:19]1[CH:20]=[CH:21][C:16]([Cl:15])=[CH:17][CH:18]=1)#[N:2]. Reported procedure: Isopropyl N-cyano-4-pyridinecarboximidate (0.5 g, 2.6 mmol) was dissolved in methanol (5 ml), and 2-(4 chlorophenyl)ethylamine (0.46 g, 3.0 mmol) having been diluted with methanol (5 ml) was added. The mixture was stirred at room temperature for 40 minutes. After the reaction was completed, the reaction solution was then concentrated under reduced pressure. The residual concentrate was further crystallized from methanol-diethyl ether to give the title compound (0.44 g, 1.5 mmol, yield: 58%) as c... Reactants: methyl ester, C1(=CC=C(C=C1)S(=O)(=O)OCCCCCCCCCCCCCCCC(=O)O)C (16-paratoluenesulfonyloxy-hexadecanoic acid), [C-]#N.[Na+] (Sodium cyanide), C(C)OCC (diethyl ether), O (water). Run in CS(=O)C (dimethylsulfoxide). Reaction conditions: temperature 80 celsius, time 5 hour. Yields the product methyl ester, C(#N)CCCCCCCCCCCCCCCC(=O)O (16-cyanohexadecanoic acid). Isolated yield 93.5%. Reaction SMILES: C1(C)C=CC(S(O[CH2:11][CH2:12][CH2:13][CH2:14][CH2:15][CH2:16][CH2:17][CH2:18][CH2:19][CH2:20][CH2:21][CH2:22][CH2:23][CH2:24][CH2:25][C:26]([OH:28])=[O:27])(=O)=O)=CC=1.[C-:30]#[N:31].[Na+].C(OCC)C.O>CS(C)=O>[C:30]([CH2:11][CH2:12][CH2:13][CH2:14][CH2:15][CH2:16][CH2:17][CH2:18][CH2:19][CH2:20][CH2:21][CH2:22][CH2:23][CH2:24][CH2:25][C:26]([OH:28])=[O:27])#[N:31] |f:1.2|. Procedure: The methyl ester of 16-paratoluenesulfonyloxy-hexadecanoic acid (600 mg) was dissolved in dimethylsulfoxide (DMSO). Sodium cyanide (250 mg) was added to the solution, and the mixture was stirred at 80° C. for 5 hours. After the reaction mixture was cooled, it was distributed into diethyl ether and water. The diethyl ether layer is dried over anhydrous sodium sulfate and concentrated to give the methyl ester of 16-cyanohexadecanoic acid (370 mg). The product was dissolved in a mixed solvent of et... Reactants: CCn1nc(C(N)=O)cc1CCS(C)(=O)=O, [NH4+], [OH-], O=P(Cl)(Cl)Cl. Product: CCn1nc(C#N)cc1CCS(C)(=O)=O. As a reaction SMILES: [CH2:1]([CH3:2])[n:3]1[n:4][c:5]([C:14](=[O:15])[NH2:16])[cH:6][c:7]1[CH2:8][CH2:9][S:10](=[O:11])(=[O:12])[CH3:13].[NH4+:17].[OH-:18].[P:19]([Cl:20])([Cl:21])([Cl:22])=[O:23]>>[CH2:1]([CH3:2])[n:3]1[n:4][c:5]([C:14]#[N:16])[cH:6][c:7]1[CH2:8][CH2:9][S:10](=[O:11])(=[O:12])[CH3:13]. Reaction conditions: temperature 110 celsius. Reaction SMILES: [CH2:1]([N:8]1[CH2:13][CH2:12][CH2:11][CH2:10][CH:9]1[CH2:14][CH2:15][CH2:16][NH:17][CH:18]1[CH2:26][C:25]2[C:20](=[CH:21][CH:22]=[CH:23][CH:24]=2)[CH2:19]1)[C:2]1[CH:7]=[CH:6][CH:5]=[CH:4][CH:3]=1.Br[C:28]1[CH:33]=[CH:32][CH:31]=[CH:30][CH:29]=1.CC(C)([O-])C.[K+].CN(C1C(C2C(P(C3CCCCC3)C3CCCCC3)=CC=CC=2)=CC=CC=1)C>C1(C)C=CC=CC=1.C(OCC)(=O)C.C1C=CC(/C=C/C(/C=C/C2C=CC=CC=2)=O)=CC=1.C1C=CC(/C=C/C(/C=C/C2C=CC=CC=2)=O)=CC=1.C1C=CC(/C=C/C(/C=C/C2C=CC=CC=2)=O)=CC=1.[Pd].[Pd]>[CH2:1]([N:8]1[CH2:13][CH2:12][CH2:11][CH2:10][CH:9]1[CH2:14][CH2:15][CH2:16][N:17]([CH:18]1[CH2:19][C:20]2[C:25](=[CH:24][CH:23]=[CH:22][CH:21]=2)[CH2:26]1)[C:28]1[CH:33]=[CH:32][CH:31]=[CH:30][CH:29]=1)[C:2]1[CH:7]=[CH:6][CH:5]=[CH:4][CH:3]=1 |f:2.3,7.8.9.10.11|. The product is C(C1=CC=CC=C1)N1C(CCCC1)CCCN(C1=CC=CC=C1)C1CC2=CC=CC=C2C1 ([3-(1-Benzyl-piperidin-2-yl)-propyl]indan-2-yl-phenylamine). Solvent: C1(=CC=CC=C1)C (toluene), C(C)(=O)OCC (ethyl acetate). Reported procedure: To a stirred solution of compound 24 (400 mg, 1.15 mmol) in dry toluene (12 mL) was added bromo-benzene (0.12 mL, 1.15 mmol) and potassium tertiary butoxide (322 mg, 2.87 mmol). The reaction mixture was purged with nitrogen for 30 minutes. Finally, DavePhos (90 mg, 0.23 mmol) and Pd2(dba)3 (136 mg, 0.15 mmol) were added and the reaction mixture was heated to 110° C. for 16 hour. Thin layer chromatography (TLC) showed that the reaction was completed. The reaction mixture was then diluted with eth... Reagents/catalysts: C=1C=CC(=CC1)/C=C/C(=O)/C=C/C2=CC=CC=C2.C=1C=CC(=CC1)/C=C/C(=O)/C=C/C2=CC=CC=C2.C=1C=CC(=CC1)/C=C/C(=O)/C=C/C2=CC=CC=C2.[Pd].[Pd] (Pd2(dba)3). Starting materials: C(C1=CC=CC=C1)N1C(CCCC1)CCCNC1CC2=CC=CC=C2C1 ([3-(1-Benzyl-piperidin-2-yl)-propyl]indan-2-yl-amine), BrC1=CC=CC=C1 (bromo-benzene), CC(C)([O-])C.[K+] (potassium tertiary butoxide), CN(C)C1=CC=CC=C1C2=CC=CC=C2P(C3CCCCC3)C4CCCCC4 (DavePhos).